This data is from the Open Reaction Database (ORD), a public repository of structured organic reaction records. The task is: describe an organic reaction: reactants, conditions, products, and yield As a reaction SMILES: [OH:1][C:2]1[C:3]([CH3:27])=[C:4]2[C:9](=[C:10]([CH3:13])[C:11]=1[CH3:12])[O:8][C:7]([CH3:26])([C:14]([NH:16][CH2:17][CH2:18][CH2:19][N:20]1[CH2:24][CH2:23][CH2:22][C:21]1=[O:25])=[O:15])[CH2:6][CH2:5]2.[O:28]=[N+]([O-])[O-].[O-][N+](=O)[O-].[O-][N+](=O)[O-].[O-][N+](=O)[O-].[O-][N+](=O)[O-].[O-][N+](=O)[O-].[Ce+4].[NH4+].[NH4+]>>[OH:28][C:7]([CH3:26])([CH2:6][CH2:5][C:4]1[C:9](=[O:8])[C:10]([CH3:13])=[C:11]([CH3:12])[C:2](=[O:1])[C:3]=1[CH3:27])[C:14]([NH:16][CH2:17][CH2:18][CH2:19][N:20]1[CH2:24][CH2:23][CH2:22][C:21]1=[O:25])=[O:15] |f:1.2.3.4.5.6.7.8.9|. The product is OC(C(=O)NCCCN1C(CCC1)=O)(CCC1=C(C(C(=C(C1=O)C)C)=O)C)C (2-hydroxy-2-methyl-N-(3-(2-oxopyrrolidin-1-yl)propyl)-4-(2,4,5-trimethyl-3,6-dioxocyclohexa-1,4-dienyl)butanamide). The yield is 100.1%. Reactants: OC=1C(=C2CCC(OC2=C(C1C)C)(C(=O)NCCCN1C(CCC1)=O)C)C (6-hydroxy-2,5,7,8-tetramethyl-N-(3-(2-oxopyrrolidin-1-yl)propyl)chroman-2-carboxamide), O=[N+]([O-])[O-].[O-][N+]([O-])=O.[O-][N+]([O-])=O.[O-][N+]([O-])=O.[O-][N+]([O-])=O.[O-][N+]([O-])=O.[Ce+4].[NH4+].[NH4+] (CAN). Procedure details: Oxidation as described in protocol B, using 113.2 mg (0.302 mmol) of 6-hydroxy-2,5,7,8-tetramethyl-N-(3-(2-oxopyrrolidin-1-yl)propyl)chroman-2-carboxamide and 364.6 mg CAN (0.665 mmol) yielded 118 mg of 2-hydroxy-2-methyl-N-(3-(2-oxopyrrolidin-1-yl)propyl)-4-(2,4,5-trimethyl-3,6-dioxocyclohexa-1,4-dienyl)butanamide as a yellow oil. Starting materials: potassium tert.-butylate, ClC(C(=O)OC(C)(C)C)Cl (tert.-butyl dichloroacetate), N1=C(C=CC=C1)C=O (picolinaldehyde), O (water). Run in O1CCCC1 (tetrahydrofuran), O1CCCC1 (tetrahydrofuran). Run at time 1 hour. Yields the product ClC1(OC1C1=NC=CC=C1)C(=O)OC(C)(C)C (1,1-dimethylethyl 2-chloro-3-(2-pyridyl)oxirane carboxylate). Reaction SMILES: Cl[CH:2]([Cl:10])[C:3]([O:5][C:6]([CH3:9])([CH3:8])[CH3:7])=[O:4].O.[N:12]1[CH:17]=[CH:16][CH:15]=[CH:14][C:13]=1[CH:18]=[O:19]>O1CCCC1>[Cl:10][C:2]1([C:3]([O:5][C:6]([CH3:7])([CH3:8])[CH3:9])=[O:4])[CH:18]([C:13]2[CH:14]=[CH:15][CH:16]=[CH:17][N:12]=2)[O:19]1. Procedure details: 4 ml of tert.-butyl dichloroacetate in 15 ml of tetrahydrofuran and 2.6 ml of picolinaldehyde were mixed together and cooled to -20° C. to -25° C. Over 15 minutes at this temperature, 28 ml of potassium tert.-butylate in tetrahydrofuran at 0.9M/l were introduced and the mixture was allowed to warm up to ambient temperature. After 1 hour and 25 minutes, 25 ml of water were added, and extraction was effected with tetrahydrofuran. The organic phase was washed with water saturated with sodium chlori... Reactants: ClC=1C(=C(C(=O)C(C(=O)OCC)=COCC)C(=C(C1F)F)[N+](=O)[O-])F (ethyl 2-(3-chloro-2,4,5-trifluoro-6-nitro- benzoyl)-3-ethoxyacrylate), C1(CC1)N (cyclopropylamine), CC(C)([O-])C.[K+] (potassium t-butoxide). Solvent: C(C)(C)(C)O (t-butanol), C(C)(C)(C)O (t-butanol). Run at temperature 45 celsius, time 3 hour. The product is ClC=1C(=C(C(=C2C(C(=CN(C12)C1CC1)C(=O)OCC)=O)[N+](=O)[O-])F)F (Ethyl 8-Chloro-1-cyclopropyl-6,7-difluoro-1,4-dihydro-5-nitro-4-oxo-3-quinolinecarboxylate). Reaction SMILES: [Cl:1][C:2]1[C:3](F)=[C:4]([C:17]([N+:22]([O-:24])=[O:23])=[C:18]([F:21])[C:19]=1[F:20])[C:5]([C:7](=[CH:13]OCC)[C:8]([O:10][CH2:11][CH3:12])=[O:9])=[O:6].[CH:26]1([NH2:29])[CH2:28][CH2:27]1.CC(C)([O-])C.[K+]>C(O)(C)(C)C>[Cl:1][C:2]1[C:19]([F:20])=[C:18]([F:21])[C:17]([N+:22]([O-:24])=[O:23])=[C:4]2[C:3]=1[N:29]([CH:26]1[CH2:28][CH2:27]1)[CH:13]=[C:7]([C:8]([O:10][CH2:11][CH3:12])=[O:9])[C:5]2=[O:6] |f:2.3|. Procedure: The ethyl 2-(3-chloro-2,4,5-trifluoro-6-nitro- benzoyl)-3-ethoxyacrylate prepared in the previous step was dissolved in 200 ml of t-butanol and treated with 5.0 g (88 mmol) of cyclopropylamine. The reaction mixture was warmed to 45° C. and stirred for three hours at that temperature. The solution was then cooled to room temperature and treated with a slurry of 9.4 g (84 mmol) of potassium t-butoxide in 50 ml of t-butanol. The mixture was stirred at 60° C. for five hours; the suspension was filte... Reactants: CCNCC1CNCC1C, C1CCC2=NCCCN2CC1, CC#N, O=C(O)c1cn(C2CC2)c2c(Cl)c(F)c(F)cc2c1=O. Reaction SMILES: [CH2:21]([CH3:22])[NH:23][CH2:24][CH:25]1[CH2:26][NH:27][CH2:28][CH:29]1[CH3:30].[CH2:31]1[CH2:32][CH2:33][C:34]2=[N:39][CH2:38][CH2:37][CH2:36][N:35]2[CH2:40][CH2:41]1.[CH3:42][C:43]#[N:44].[Cl:1][c:2]1[c:3]([F:20])[c:4]([F:19])[cH:5][c:6]2[c:7](=[O:18])[c:8]([C:15](=[O:16])[OH:17])[cH:9][n:10]([CH:12]3[CH2:13][CH2:14]3)[c:11]12>>[Cl:1][c:2]1[c:3]([N:27]2[CH2:26][CH:25]([CH2:24][NH:23][CH2:21][CH3:22])[CH:29]([CH3:30])[CH2:28]2)[c:4]([F:19])[cH:5][c:6]2[c:7](=[O:18])[c:8]([C:15](=[O:16])[OH:17])[cH:9][n:10]([CH:12]3[CH2:13][CH2:14]3)[c:11]12. The product is CCNCC1CN(c2c(F)cc3c(=O)c(C(=O)O)cn(C4CC4)c3c2Cl)CC1C.